From a dataset of the Open Reaction Database (ORD), a public repository of structured organic reaction records. describe an organic reaction: reactants, conditions, products, and yield Reactants: Compound II, C1(=CC=CC2=CC=CC=C12)CNC(NOCC(=O)O)=O (2-(3-(naphthalen-1-ylmethyl)ureidooxy)acetic acid), N[C@H](C(=O)N([C@H](C(OCC)OCC)C)CC=1C2=C(SC1)C=CC=C2)C ((S)-2-amino-N-(benzo[b]thiophen-3-ylmethyl)-N—((S)-1,1-diethoxypropan-2-yl)propanamide). Yields the product S1C2=C(C(=C1)CN(C([C@H](C)NC(CONC(=O)NCC1=CC=CC3=CC=CC=C13)=O)=O)[C@H](C(OCC)OCC)C)C=CC=C2 (1-(2-((S)-1-((benzo[b]thiophen-3-ylmethyl) ((S)-1,1-diethoxypropan-2-yl)amino)-1-oxopropan-2-ylamino)-2-oxoethoxy)-3-(naphthalen-1-ylmethyl)urea). RXN SMILES: [C:1]1([CH2:11][NH:12][C:13](=[O:20])[NH:14][O:15][CH2:16][C:17]([OH:19])=O)[C:10]2[C:5](=[CH:6][CH:7]=[CH:8][CH:9]=2)[CH:4]=[CH:3][CH:2]=1.[NH2:21][C@@H:22]([CH3:45])[C:23]([N:25]([CH2:35][C:36]1[C:37]2[CH:44]=[CH:43][CH:42]=[CH:41][C:38]=2[S:39][CH:40]=1)[C@@H:26]([CH3:34])[CH:27]([O:31][CH2:32][CH3:33])[O:28][CH2:29][CH3:30])=[O:24]>>[S:39]1[CH:40]=[C:36]([CH2:35][N:25]([C@@H:26]([CH3:34])[CH:27]([O:31][CH2:32][CH3:33])[O:28][CH2:29][CH3:30])[C:23](=[O:24])[C@@H:22]([NH:21][C:17](=[O:19])[CH2:16][O:15][NH:14][C:13]([NH:12][CH2:11][C:1]2[C:10]3[C:5](=[CH:6][CH:7]=[CH:8][CH:9]=3)[CH:4]=[CH:3][CH:2]=2)=[O:20])[CH3:45])[C:37]2[CH:44]=[CH:43][CH:42]=[CH:41][C:38]1=2. Procedure details: According to the procedure described in the synthesis method of Compound II-15, 2-(3-(naphthalen-1-ylmethyl)ureidooxy)acetic acid (Compound VI-12) 113 mg (0.41 mmol) was coupled with (S)-2-amino-N-(benzo[b]thiophen-3-ylmethyl)-N—((S)-1,1-diethoxypropan-2-yl)propanamide (Compound IV-12) 100 mg (0.27 mmol) to obtain the title compound.